Dataset: the Open Reaction Database (ORD), a public repository of structured organic reaction records. Task: describe an organic reaction: reactants, conditions, products, and yield The reactants are [F-].[Cs+] (cesium fluoride), CB(O)O (methylboronic acid), FC(C=1C=C(CN([C@@H]2C3=C(NCCC2)C=C2CCCCC2=C3)C=3N=NN(N3)C)C=C(C1)C(F)(F)F)(F)F ((S)-(3,5-Bis-trifluoromethyl-benzyl)-(2-methyl-2H-tetrazol-5-yl)-(2,3,4,5,7,8,9,10-octahydro-1H-naphtho[2,3-b]azepin-5-yl)-amine), C([O-])(O)=O.[Na+] (sodium bicarbonate), solution, ICl (iodine monochloride). Reagents/catalysts: C(C)(=O)[O-].[Pd+2].C(C)(=O)[O-] (palladium acetate), C1(=CC=CC=C1)P(C1=CC=CC=C1)[C-]1C=CC=C1.[CH-]1C=CC=C1.[Fe+2] (diphenylphosphinoferrocene). Solvent: ClCCl (dichloromethane), O (water), ClCCl (dichloromethane), CO (methanol), ClCCl (dichloromethane). Run at time 1 hour. Product: FC(C=1C=C(CN(C=2N=NN(N2)C)[C@@H]2C3=C(NCCC2)C(=C2CCCCC2=C3)C)C=C(C1)C(F)(F)F)(F)F ((S)-(3,5-Bis-trifluoromethyl-benzyl)-(11-methyl-2,3,4,5,7,8,9,10-octahydro-1H-naphtho[2,3-b]azepin-5-yl)-(2-methyl-2H-tetrazol-5-yl)-amine). Reaction SMILES: [F:1][C:2]([F:37])([F:36])[C:3]1[CH:4]=[C:5]([CH:29]=[C:30]([C:32]([F:35])([F:34])[F:33])[CH:31]=1)[CH2:6][N:7]([C:23]1[N:24]=[N:25][N:26]([CH3:28])[N:27]=1)[C@H:8]1[CH2:14][CH2:13][CH2:12][NH:11][C:10]2[CH:15]=[C:16]3[C:21](=[CH:22][C:9]1=2)[CH2:20][CH2:19][CH2:18][CH2:17]3.[C:38](=O)(O)[O-].[Na+].ICl.[F-].[Cs+].CB(O)O>ClCCl.O.C([O-])(=O)C.[Pd+2].C([O-])(=O)C.C1(P([C-]2C=CC=C2)C2C=CC=CC=2)C=CC=CC=1.[CH-]1C=CC=C1.[Fe+2].CO>[F:37][C:2]([F:1])([F:36])[C:3]1[CH:4]=[C:5]([CH:29]=[C:30]([C:32]([F:33])([F:34])[F:35])[CH:31]=1)[CH2:6][N:7]([C@H:8]1[CH2:14][CH2:13][CH2:12][NH:11][C:10]2[C:15]([CH3:38])=[C:16]3[C:21](=[CH:22][C:9]1=2)[CH2:20][CH2:19][CH2:18][CH2:17]3)[C:23]1[N:24]=[N:25][N:26]([CH3:28])[N:27]=1 |f:1.2,4.5,9.10.11,12.13.14|. Reported procedure: To a solution of (S)-(3,5-Bis-trifluoromethyl-benzyl)-(2-methyl-2H-tetrazol-5-yl)-(2,3,4,5,7,8,9,10-octahydro-1H-naphtho[2,3-b]azepin-5-yl)-amine (Example 77, Step 3) (0.19 mmol) in dichloromethane (5 mL), add sodium bicarbonate (0.28 mmol) and methanol (2 mL). Add a 1.0 M solution of iodine monochloride (0.28 mmol) in dichloromethane dropwise. After stirring for 1 h at room temperature, quench the reaction with concentrated aqueous sodium metabisulfite. Dilute with dichloromethane (20 mL) and w... Reactants: N1(N=CN=C1)CC1=NC=2N(C=C1)C(=CN2)[Sn](CCCC)(CCCC)CCCC (7-([1,2,4]triazol-1-ylmethyl)-3-tributylstannylimidazo[1,2-α]pyrimidine), BrC1=CC=CC(=N1)C=1C=NC=CC1 (6-bromo-2,3′-bipyridine). The reagents and catalysts are C=1C=CC(=CC1)[P](C=2C=CC=CC2)(C=3C=CC=CC3)[Pd]([P](C=4C=CC=CC4)(C=5C=CC=CC5)C=6C=CC=CC6)([P](C=7C=CC=CC7)(C=8C=CC=CC8)C=9C=CC=CC9)[P](C=1C=CC=CC1)(C=1C=CC=CC1)C=1C=CC=CC1 (tetrakis(triphenylphosphine)palladium(0)). The product is N1(N=CN=C1)CC1=NC=2N(C=C1)C(=CN2)C2=CC=CC(=N2)C=2C=NC=CC2 (6-[7-([1,2,4]triazol-1-ylmethyl)imidazo[1,2-α]pyrimidin-3-yl]-2,3′-bipyridine). Reaction SMILES: [N:1]1([CH2:6][C:7]2[CH:12]=[CH:11][N:10]3[C:13]([Sn](CCCC)(CCCC)CCCC)=[CH:14][N:15]=[C:9]3[N:8]=2)[CH:5]=[N:4][CH:3]=[N:2]1.Br[C:30]1[N:35]=[C:34]([C:36]2[CH:37]=[N:38][CH:39]=[CH:40][CH:41]=2)[CH:33]=[CH:32][CH:31]=1>C1C=CC([P]([Pd]([P](C2C=CC=CC=2)(C2C=CC=CC=2)C2C=CC=CC=2)([P](C2C=CC=CC=2)(C2C=CC=CC=2)C2C=CC=CC=2)[P](C2C=CC=CC=2)(C2C=CC=CC=2)C2C=CC=CC=2)(C2C=CC=CC=2)C2C=CC=CC=2)=CC=1>[N:1]1([CH2:6][C:7]2[CH:12]=[CH:11][N:10]3[C:13]([C:30]4[N:35]=[C:34]([C:36]5[CH:37]=[N:38][CH:39]=[CH:40][CH:41]=5)[CH:33]=[CH:32][CH:31]=4)=[CH:14][N:15]=[C:9]3[N:8]=2)[CH:5]=[N:4][CH:3]=[N:2]1 |^1:45,47,66,85|. Reported procedure: To the degassed solution of 7-([1,2,4]triazol-1-ylmethyl)-3-tributylstannylimidazo[1,2-α]pyrimidine was added 6-bromo-2,3′-bipyridine (prepared according to Example 49) (0.39 g, 1.65 mmol) and tetrakis(triphenylphosphine)palladium(0) (173 mg, 0.10 mmol) and the mixture heated at reflux for 3 h. The crude reaction was adsorbed onto silica and purified by chromatography on silica gel eluting with a dichloromethane, methanol, aqueous ammonia (33%) mixture in the volume ratios of 90:5:0.5 respective... Reactants: CN(C)C1(Cc2ccccc2)CCC(=O)CC1, CCOCC, [Cl-], Fc1ccc(CCl)cc1, [Mg], [NH4+]. Product: Cl, CN(C)C1(Cc2ccccc2)CCC(O)(Cc2ccc(F)cc2)CC1. Reaction SMILES: [CH2:11]([c:12]1[cH:13][cH:14][cH:15][cH:16][cH:17]1)[C:18]1([N:25]([CH3:26])[CH3:27])[CH2:19][CH2:20][C:21](=[O:24])[CH2:22][CH2:23]1.[CH3:30][CH2:31][O:32][CH2:33][CH3:34].[Cl-:28].[F:2][c:3]1[cH:4][cH:5][c:6]([CH2:7][Cl:8])[cH:9][cH:10]1.[Mg:1].[NH4+:29]>>[ClH:8].[F:2][c:3]1[cH:4][cH:5][c:6]([CH2:7][C:21]2([OH:24])[CH2:20][CH2:19][C:18]([CH2:11][c:12]3[cH:13][cH:14][cH:15][cH:16][cH:17]3)([N:25]([CH3:26])[CH3:27])[CH2:23][CH2:22]2)[cH:9][cH:10]1. Starting materials: CCOC(=O)c1cn(CC)nc1O, CN(C)C=O, COc1cc(CCl)ccc1OCc1nc(-c2ccco2)oc1C, [H-], [Na+], O. Product: CCOC(=O)c1cn(CC)nc1OCc1ccc(OCc2nc(-c3ccco3)oc2C)c(OC)c1. As a reaction SMILES: [CH2:24]([CH3:25])[n:26]1[n:27][c:28]([OH:36])[c:29]([C:31](=[O:32])[O:33][CH2:34][CH3:35])[cH:30]1.[CH3:37][N:38]([CH3:39])[CH:40]=[O:41].[Cl:1][CH2:2][c:3]1[cH:4][c:5]([O:22][CH3:23])[c:6]([O:7][CH2:8][c:9]2[n:10][c:11](-[c:15]3[o:16][cH:17][cH:18][cH:19]3)[o:12][c:13]2[CH3:14])[cH:20][cH:21]1.[H-:42].[Na+:43].[OH2:44]>>[CH2:2]([c:3]1[cH:4][c:5]([O:22][CH3:23])[c:6]([O:7][CH2:8][c:9]2[n:10][c:11](-[c:15]3[o:16][cH:17][cH:18][cH:19]3)[o:12][c:13]2[CH3:14])[cH:20][cH:21]1)[O:36][c:28]1[n:27][n:26]([CH2:24][CH3:25])[cH:30][c:29]1[C:31](=[O:32])[O:33][CH2:34][CH3:35]. Starting materials: C[C@@H]1N([C@@H](CCC1)C)CCNC(CN1C(C(CC1)O)=O)=O ((R/S)-cis-N-[2-(2,6-dimethyl-1-piperidinyl)ethyl]-2-(3-hydroxy-2-oxo-1-pyrrolidinyl)acetamide), C(C)(=O)N1C=NC=C1 (N-acetylimidazole). Solvent: C1(=CC=CC=C1)C (toluene). Product: C[C@@H]1N([C@@H](CCC1)C)CCNC(CN1C(C(CC1)OC(C)=O)=O)=O ((R/S)-cis-N-[2-(2,6-dimethyl-1-piperidinyl)ethyl]-2-(3-acetoxy-2-oxo-1-pyrrolidinyl)acetamide). Reaction SMILES: [CH3:1][C@H:2]1[CH2:7][CH2:6][CH2:5][C@@H:4]([CH3:8])[N:3]1[CH2:9][CH2:10][NH:11][C:12](=[O:21])[CH2:13][N:14]1[CH2:18][CH2:17][CH:16]([OH:19])[C:15]1=[O:20].[C:22](N1C=CN=C1)(=[O:24])[CH3:23]>C1(C)C=CC=CC=1>[CH3:8][C@H:4]1[CH2:5][CH2:6][CH2:7][C@@H:2]([CH3:1])[N:3]1[CH2:9][CH2:10][NH:11][C:12](=[O:21])[CH2:13][N:14]1[CH2:18][CH2:17][CH:16]([O:19][C:22](=[O:24])[CH3:23])[C:15]1=[O:20]. Procedure details: 0.594 g of (R/S)-cis-N-[2-(2,6-dimethyl-1-piperidinyl)ethyl]-2-(3-hydroxy-2-oxo-1-pyrrolidinyl)acetamide is boiled at reflux for 4 hours with 0.222 g of N-acetylimidazole in 10 ml of toluene. The mixture is chromatographed over 21 g of aluminum oxide (activity grade III, neutral). The (R/S)-cis-N-[2-(2,6-dimethyl-1-piperidinyl)ethyl]-2-(3-acetoxy-2-oxo-1-pyrrolidinyl)acetamide which is eluted with methylene chloride has a melting point of 120°-121° after crystallization from diethyl ether. Starting materials: CC1=CN=C(S1)C(CC(=O)OC)CC1=CC=C(C=C1)OCC1=CC=CC=C1 (methyl (±)-3-(5-methylthiazol-2-yl)-4-(4-benzyloxyphenyl)butanoate), BF3 OEt2, B(F)(F)F.CCOCC (BF3.OEt2). Run in CCS (EtSH). Reaction conditions: temperature 0 celsius, time 18 hour. The product is CC1=CN=C(S1)C(CC(=O)OC)CC1=CC=C(C=C1)O (Methyl (±)-3-(5-methylthiazol-2-yl)-4-(4-hydroxyphenyl)butanoate). Yield: 86.3%. Reaction SMILES: [CH3:1][C:2]1[S:6][C:5]([CH:7]([CH2:13][C:14]2[CH:19]=[CH:18][C:17]([O:20]CC3C=CC=CC=3)=[CH:16][CH:15]=2)[CH2:8][C:9]([O:11][CH3:12])=[O:10])=[N:4][CH:3]=1.B(F)(F)F.CCOCC>CCS>[CH3:1][C:2]1[S:6][C:5]([CH:7]([CH2:13][C:14]2[CH:19]=[CH:18][C:17]([OH:20])=[CH:16][CH:15]=2)[CH2:8][C:9]([O:11][CH3:12])=[O:10])=[N:4][CH:3]=1 |f:1.2|. Procedure: To a solution of methyl (±)-3-(5-methylthiazol-2-yl)-4-(4-benzyloxyphenyl)butanoate (0.99 mmole, crude) in EtSH (5 mL) at RT was added BF3 OEt2 (0.6 mL). After 18 hr. additional BF3.OEt2 (0.6 mL) was added. After another 18 hr, the mixture was cooled to 0° C. and carefully quenched with saturated NaHCO3. The resulting mixture was extracted with CH2Cl2 (3×25 mL). The combined organic layers were dried over MgSO4, filtered, and concentrated. The residue was chromatographed on silica gel (50% EtOAc... Reactants: Cl (hydrochloric acid), BrC1=CC=C(C2=CC=CC=C12)C (4-bromo-1-methylnaphthalene), C1(=CC=CC=C1)O (phenol), C([O-])([O-])=O.[K+].[K+] (potassium carbonate). Reagents/catalysts: [Cu]Cl (copper(I)chloride), [Cu] (copper bronze). Yields the product CC1=CC=C(C2=CC=CC=C12)OC1=CC=CC=C1 (1-methyl-4-phenoxynaphthalene). Solvent: N1=CC=CC=C1 (pyridine). Isolated yield 33.0%. Procedure: To a 3-neck flask fitted with a mechanical stirrer, 600 mL of pyridine (dried over molecular sieve), 100 g of 4-bromo-1-methylnaphthalene, 55.6 g of phenol, 83.7 g of potassium carbonate, 14.9 g of copper(I)chloride, and 2 g copper bronze was added. Under a nitrogen atmosphere, the mixture was refluxed for 72 hours with vigorous stirring. The reaction mixture was cooled and poured into cold dilute hydrochloric acid, and the resulting mixture was extracted with ethyl acetate. The organic layer wa... Reaction SMILES: Br[C:2]1[C:11]2[C:6](=[CH:7][CH:8]=[CH:9][CH:10]=2)[C:5]([CH3:12])=[CH:4][CH:3]=1.[C:13]1([OH:19])[CH:18]=[CH:17][CH:16]=[CH:15][CH:14]=1.C(=O)([O-])[O-].[K+].[K+].Cl>[Cu]Cl.[Cu].N1C=CC=CC=1>[CH3:12][C:5]1[C:6]2[C:11](=[CH:10][CH:9]=[CH:8][CH:7]=2)[C:2]([O:19][C:13]2[CH:18]=[CH:17][CH:16]=[CH:15][CH:14]=2)=[CH:3][CH:4]=1 |f:2.3.4|. Starting materials: CO, O=C(c1ccccc1)c1ccc(Cl)c([N+](=O)[O-])c1. Product: O=[N+]([O-])c1cc(C(O)c2ccccc2)ccc1Cl. Reaction SMILES: [CH3:19][OH:20].[Cl:1][c:2]1[c:3]([N+:16](=[O:17])[O-:18])[cH:4][c:5]([C:8](=[O:9])[c:10]2[cH:11][cH:12][cH:13][cH:14][cH:15]2)[cH:6][cH:7]1>>[Cl:1][c:2]1[c:3]([N+:16](=[O:17])[O-:18])[cH:4][c:5]([CH:8]([OH:9])[c:10]2[cH:11][cH:12][cH:13][cH:14][cH:15]2)[cH:6][cH:7]1. Starting materials: BrC=1C=C2C(=C(N1)OC)N(C=C2C2=C(C=CC(=C2)S(=O)(=O)CC)F)C (5-bromo-3-(5-(ethylsulfonyl)-2-fluorophenyl)-7-methoxy-1-methyl-1H-pyrrolo[2,3-c]pyridine), C(CC#C)O (but-3-yn-1-ol), Pd(dppf)CH2Cl2. Reagents/catalysts: [Cu]I (copper(I) iodide). Solvent: O1CCCC1 (tetrahydrofuran), C(C)N(CC)CC (triethylamine). Conditions: temperature 70 celsius, time 2.5 hour. Product: C(C)S(=O)(=O)C=1C=CC(=C(C1)C1=CN(C2=C(N=C(C=C21)C#CCCO)OC)C)F (4-(3-(5-(ethylsulfonyl)-2-fluorophenyl)-7-methoxy-1-methyl-1H-pyrrolo[2,3-c]pyridin-5-yl)but-3-yn-1-ol). The yield is 68.4%. As a reaction SMILES: Br[C:2]1[CH:3]=[C:4]2[C:12]([C:13]3[CH:18]=[C:17]([S:19]([CH2:22][CH3:23])(=[O:21])=[O:20])[CH:16]=[CH:15][C:14]=3[F:24])=[CH:11][N:10]([CH3:25])[C:5]2=[C:6]([O:8][CH3:9])[N:7]=1.[CH2:26]([OH:30])[CH2:27][C:28]#[CH:29]>O1CCCC1.C(N(CC)CC)C.[Cu]I>[CH2:22]([S:19]([C:17]1[CH:16]=[CH:15][C:14]([F:24])=[C:13]([C:12]2[C:4]3[C:5](=[C:6]([O:8][CH3:9])[N:7]=[C:2]([C:29]#[C:28][CH2:27][CH2:26][OH:30])[CH:3]=3)[N:10]([CH3:25])[CH:11]=2)[CH:18]=1)(=[O:21])=[O:20])[CH3:23]. Procedure: A mixture of Example 126A (300 mg, 0.702 mmol), but-3-yn-1-ol (63.8 μl, 0.843 mmol), Pd(dppf)CH2Cl2 (57.3 mg, 0.070 mmol), and copper(I) iodide (13.4 mg, 0.070 mmol) in tetrahydrofuran (9 mL) and triethylamine (3 mL) was purged with nitrogen and then stirred at 70° C. in a sealed tube for 2.5 hours. The mixture was partitioned between water and ethyl acetate. The aqueous phase was extracted with ethyl acetate (2×). The combined organic phases were washed with water and saturated aqueous sodium c...